From a dataset of the Open Reaction Database (ORD), a public repository of structured organic reaction records. describe an organic reaction: reactants, conditions, products, and yield Reactants: NC=1C=C2C=CN(C2=CC1)CC1=CC=C(C(=O)N[C@@H](CC2=CC=CC=C2)C(=O)OCC)C=C1 (ethyl N-{4-[(5-amino-1H-indol-1-yl)methyl]benzoyl}phenylalaninate), C(C)(C)(C)C1=CC=C(C=C1)S(=O)(=O)Cl (4-tert-butylphenyl sulfonyl chloride). Product: C(C)(C)(C)C1=CC=C(C=C1)S(=O)(=O)NC=1C=C2C=CN(C2=CC1)CC1=CC=C(C(=O)N[C@@H](CC2=CC=CC=C2)C(=O)O)C=C1 (N-{4-[(5-{[(4-tert-Butylphenyl)sulfonyl]amino}-1H-indol-1-yl)methyl]benzoyl}-L-phenylalanine). Reaction SMILES: [NH2:1][C:2]1[CH:3]=[C:4]2[C:8](=[CH:9][CH:10]=1)[N:7]([CH2:11][C:12]1[CH:33]=[CH:32][C:15]([C:16]([NH:18][C@H:19]([C:27]([O:29]CC)=[O:28])[CH2:20][C:21]3[CH:26]=[CH:25][CH:24]=[CH:23][CH:22]=3)=[O:17])=[CH:14][CH:13]=1)[CH:6]=[CH:5]2.[C:34]([C:38]1[CH:43]=[CH:42][C:41]([S:44](Cl)(=[O:46])=[O:45])=[CH:40][CH:39]=1)([CH3:37])([CH3:36])[CH3:35]>>[C:34]([C:38]1[CH:43]=[CH:42][C:41]([S:44]([NH:1][C:2]2[CH:3]=[C:4]3[C:8](=[CH:9][CH:10]=2)[N:7]([CH2:11][C:12]2[CH:33]=[CH:32][C:15]([C:16]([NH:18][C@H:19]([C:27]([OH:29])=[O:28])[CH2:20][C:21]4[CH:22]=[CH:23][CH:24]=[CH:25][CH:26]=4)=[O:17])=[CH:14][CH:13]=2)[CH:6]=[CH:5]3)(=[O:46])=[O:45])=[CH:40][CH:39]=1)([CH3:37])([CH3:35])[CH3:36]. Reported procedure: The title compound was prepared from ethyl N-{4-[(5-amino-1H-indol-1-yl)methyl]benzoyl}phenylalaninate and 4-tert-butylphenyl sulfonyl chloride following the procedure of Example 10: MS (ESI) m/z 610; MS (ESI) m/z 608. The reactants are Cc1sc2c(Br)c3ccccc3c(-c3ccc(O)c([N+](=O)[O-])c3)c2c1C, CCO, NN, O. Product: Cc1sc2c(Br)c3ccccc3c(-c3ccc(O)c(N)c3)c2c1C. As a reaction SMILES: [Br:1][c:2]1[c:3]2[cH:4][cH:5][cH:6][cH:7][c:8]2[c:9](-[c:17]2[cH:18][c:19]([N+:24]([O-:25])=[O:26])[c:20]([OH:23])[cH:21][cH:22]2)[c:10]2[c:11]1[s:12][c:13]([CH3:16])[c:14]2[CH3:15].[CH3:29][CH2:30][OH:31].[NH2:27][NH2:28].[OH2:32]>>[Br:1][c:2]1[c:3]2[cH:4][cH:5][cH:6][cH:7][c:8]2[c:9](-[c:17]2[cH:18][c:19]([NH2:24])[c:20]([OH:23])[cH:21][cH:22]2)[c:10]2[c:11]1[s:12][c:13]([CH3:16])[c:14]2[CH3:15]. The reactants are COC(=O)c1ccc(C)nc1, COc1ccc(C=O)cc1, CC(=O)OC(C)=O, CCOC(C)=O, [Cl-], [Cl-], [Zn+2]. Yields the product COC(=O)c1ccc(C=Cc2ccc(OC)cc2)nc1. Reaction SMILES: [CH3:11][c:12]1[n:13][cH:14][c:15]([C:16](=[O:17])[O:18][CH3:19])[cH:20][cH:21]1.[CH3:1][O:2][c:3]1[cH:4][cH:5][c:6]([CH:7]=[O:8])[cH:9][cH:10]1.[CH3:22][C:23]([O:24][C:25](=[O:26])[CH3:27])=[O:28].[CH3:32][CH2:33][O:34][C:35](=[O:36])[CH3:37].[Cl-:29].[Cl-:31].[Zn+2:30]>>[CH3:1][O:2][c:3]1[cH:4][cH:5][c:6]([CH:7]=[CH:11][c:12]2[n:13][cH:14][c:15]([C:16](=[O:17])[O:18][CH3:19])[cH:20][cH:21]2)[cH:9][cH:10]1. Starting materials: C(C)(=O)[C@@H]1CN(CCO1)C(=O)OC(C)(C)C ((S)-tert-butyl 2-acetylmorpholine-4-carboxylate), C(C)(=O)[O-].[NH4+] (ammonium acetate), C(#N)[BH3-].[Na+] (sodium cyanoborohydride), ClC1=NC(=CC=2C1=NC=CN2)Cl (5,7-dichloropyrido[3,4-b]pyrazine), CCN(C(C)C)C(C)C (DIPEA). Solvent: CO (methanol). Run at time 16 hour. Product: ClC1=CC=2C(=NC=CN2)C(=N1)NC(C)[C@@H]1CN(CCO1)C(=O)OC(C)(C)C ((2S)-tert-butyl 2-(1-(7-chloropyrido[3,4-b]pyrazin-5-ylamino)ethyl)morpholine-4-carboxylate). Yield: 11.4%. RXN SMILES: [C:1]([C@H:4]1[O:9][CH2:8][CH2:7][N:6]([C:10]([O:12][C:13]([CH3:16])([CH3:15])[CH3:14])=[O:11])[CH2:5]1)(=O)[CH3:2].C([O-])(=O)C.[NH4+].[C:22]([BH3-])#[N:23].[Na+].ClC1[C:32]2=[N:33][CH:34]=[CH:35][N:36]=[C:31]2[CH:30]=[C:29]([Cl:37])[N:28]=1.CCN(C(C)C)C(C)C>CO>[Cl:37][C:29]1[N:28]=[C:22]([NH:23][CH:1]([C@H:4]2[O:9][CH2:8][CH2:7][N:6]([C:10]([O:12][C:13]([CH3:16])([CH3:15])[CH3:14])=[O:11])[CH2:5]2)[CH3:2])[C:32]2=[N:33][CH:34]=[CH:35][N:36]=[C:31]2[CH:30]=1 |f:1.2,3.4|. Reported procedure: A mixture of (S)-tert-butyl 2-acetylmorpholine-4-carboxylate (2.29 g, 10.0 mmol), ammonium acetate (7.70 g, 100 mmol), sodium cyanoborohydride (0.94 g, 15.0 mmol), and 5 angstrom molecular sieves (10 g) in methanol (50 mL) was stirred at room temperature under nitrogen for 16 hours. The sieves were removed by filtration and the filtrate was concentrated. A solution of 1 N NaOH was added until the pH reached 12. The mixture was extracted with CH2Cl2 and the combined extracts were dried over MgSO4... The reactants are COc1cc(CC(=O)N2CCCC2CNC2CCC(C(=O)OCc3ccccc3)CC2)ccc1NC(=O)Nc1ccccc1C, C1CCOC1, CO, [Na+], [OH-]. The product is COc1cc(CC(=O)N2CCCC2CNC2CCC(C(=O)O)CC2)ccc1NC(=O)Nc1ccccc1C. As a reaction SMILES: [CH2:1]([c:2]1[cH:3][cH:4][cH:5][cH:6][cH:7]1)[O:8][C:9](=[O:10])[CH:11]1[CH2:12][CH2:13][CH:14]([NH:17][CH2:18][CH:19]2[N:20]([C:24]([CH2:25][c:26]3[cH:27][c:28]([O:43][CH3:44])[c:29]([NH:32][C:33](=[O:34])[NH:35][c:36]4[c:37]([CH3:42])[cH:38][cH:39][cH:40][cH:41]4)[cH:30][cH:31]3)=[O:45])[CH2:21][CH2:22][CH2:23]2)[CH2:15][CH2:16]1.[CH2:48]1[O:49][CH2:50][CH2:51][CH2:52]1.[CH3:53][OH:54].[Na+:47].[OH-:46]>>[O:8]=[C:9]([OH:10])[CH:11]1[CH2:12][CH2:13][CH:14]([NH:17][CH2:18][CH:19]2[N:20]([C:24]([CH2:25][c:26]3[cH:27][c:28]([O:43][CH3:44])[c:29]([NH:32][C:33](=[O:34])[NH:35][c:36]4[c:37]([CH3:42])[cH:38][cH:39][cH:40][cH:41]4)[cH:30][cH:31]3)=[O:45])[CH2:21][CH2:22][CH2:23]2)[CH2:15][CH2:16]1.